From a dataset of the Open Reaction Database (ORD), a public repository of structured organic reaction records. describe an organic reaction: reactants, conditions, products, and yield Starting materials: BrN1C(CCC1=O)=O (N-bromosuccinimide), CS(=O)(=O)C=1C=C(C=CC1)C1=CC=C(C=C1)C1=CC(=NN1CC(=O)OCC)C(F)(F)F (ethyl 2-(5-(3′-(methylsulfonyl)biphenyl-4-yl)-3-(trifluoromethyl)-1H-pyrazol-1-yl)acetate). The product is BrC=1C(=NN(C1C1=CC=C(C=C1)C1=CC(=CC=C1)S(=O)(=O)C)CC(=O)OCC)C(F)(F)F (ethyl 2-(4-bromo-5-(3′-(methylsulfonyl)biphenyl-4-yl)3-(trifluoromethyl)-1H-pyrazol-1-yl)acetate). RXN SMILES: [Br:1]N1C(=O)CCC1=O.[CH3:9][S:10]([C:13]1[CH:14]=[C:15]([C:19]2[CH:24]=[CH:23][C:22]([C:25]3[N:29]([CH2:30][C:31]([O:33][CH2:34][CH3:35])=[O:32])[N:28]=[C:27]([C:36]([F:39])([F:38])[F:37])[CH:26]=3)=[CH:21][CH:20]=2)[CH:16]=[CH:17][CH:18]=1)(=[O:12])=[O:11]>>[Br:1][C:26]1[C:27]([C:36]([F:39])([F:38])[F:37])=[N:28][N:29]([CH2:30][C:31]([O:33][CH2:34][CH3:35])=[O:32])[C:25]=1[C:22]1[CH:23]=[CH:24][C:19]([C:15]2[CH:16]=[CH:17][CH:18]=[C:13]([S:10]([CH3:9])(=[O:11])=[O:12])[CH:14]=2)=[CH:20][CH:21]=1. Procedure details: Following bromination with N-bromosuccinimide, the title compound 37 is prepared starting from ethyl 2-(5-(3′-(methylsulfonyl)biphenyl-4-yl)-3-(trifluoromethyl)-1H-pyrazol-1-yl)acetate 36. Starting materials: CC(C)(C)[O-].[Na+] (NaOt-Bu), BrC=1C=CC(=C(C1)OC)Cl (5-bromo-2-chloroanisole), CC1(NCCNC1)C (2,2-dimethyl-piperazine), C=1C=CC(=CC1)P(C=2C=CC=CC2)C3=CC=C4C=CC=CC4=C3C5=C6C=CC=CC6=CC=C5P(C=7C=CC=CC7)C=8C=CC=CC8 (rac-BINAP). Reagents/catalysts: C=1C=CC(=CC1)/C=C/C(=O)/C=C/C2=CC=CC=C2.C=1C=CC(=CC1)/C=C/C(=O)/C=C/C2=CC=CC=C2.C=1C=CC(=CC1)/C=C/C(=O)/C=C/C2=CC=CC=C2.[Pd].[Pd] (Pd2(dba)3). The solvent is C1(=CC=CC=C1)C (toluene), CCOC(=O)C (EtOAc). Conditions: temperature 60 celsius. The product is Cl.Cl.ClC1=C(C=C(C=C1)N1C(CNCC1)(C)C)OC (4-(4-chloro-3-methoxy-phenyl)-3,3-dimethylpiperazine dihydrochloride). The yield is 219.3%. As a reaction SMILES: Br[C:2]1[CH:3]=[CH:4][C:5]([Cl:10])=[C:6]([O:8][CH3:9])[CH:7]=1.[CH3:11][C:12]1([CH3:18])[CH2:17][NH:16][CH2:15][CH2:14][NH:13]1.C1C=CC(P(C2C(C3C(P(C4C=CC=CC=4)C4C=CC=CC=4)=CC=C4C=3C=CC=C4)=C3C(C=CC=C3)=CC=2)C2C=CC=CC=2)=CC=1.CC([O-])(C)C.[Na+]>C1(C)C=CC=CC=1.C1C=CC(/C=C/C(/C=C/C2C=CC=CC=2)=O)=CC=1.C1C=CC(/C=C/C(/C=C/C2C=CC=CC=2)=O)=CC=1.C1C=CC(/C=C/C(/C=C/C2C=CC=CC=2)=O)=CC=1.[Pd].[Pd].CCOC(C)=O>[ClH:10].[ClH:10].[Cl:10][C:5]1[CH:4]=[CH:3][C:2]([N:13]2[CH2:14][CH2:15][NH:16][CH2:17][C:12]2([CH3:18])[CH3:11])=[CH:7][C:6]=1[O:8][CH3:9] |f:3.4,6.7.8.9.10,12.13.14|. Reported procedure: A mixture of 5-bromo-2-chloroanisole (3.70 g, 16.7 mmol, 1 equiv), 2,2-dimethyl-piperazine (2.2 g, 1.2 equiv) and rac-BINAP (1.04 g, 0.1 equiv) in toluene (35 mL) was degassed with compressed nitrogen for 5 min. To the mixture were added NaOt-Bu (2.3 g, 1.4 equiv) and Pd2(dba)3 (54 mg, 0.005 equiv). The resulting mixture was heated at 60° C. overnight and cooled to room temperature. EtOAc (˜200 mL) was added and the mixture was filtered through celite. The filtrate was washed with saturated aque... The reactants are CC(C)(C)OC(=O)N1CCC(COS(C)(=O)=O)C(OS(C)(=O)=O)C1, Cc1ccccc1, NCc1ccccc1. Yields the product CC(C)(C)OC(=O)N1CCC2CN(Cc3ccccc3)C2C1. RXN SMILES: [CH3:1][S:2]([O:3][CH:6]1[CH2:7][N:8]([C:18](=[O:19])[O:20][C:21]([CH3:22])([CH3:23])[CH3:24])[CH2:9][CH2:10][CH:11]1[CH2:12][O:4][S:5]([CH3:13])(=[O:14])=[O:15])(=[O:16])=[O:17].[CH3:33][c:34]1[cH:35][cH:36][cH:37][cH:38][cH:39]1.[NH2:25][CH2:26][c:27]1[cH:28][cH:29][cH:30][cH:31][cH:32]1>>[CH:6]12[CH2:7][N:8]([C:18](=[O:19])[O:20][C:21]([CH3:22])([CH3:23])[CH3:24])[CH2:9][CH2:10][CH:11]1[CH2:12][N:25]2[CH2:26][c:27]1[cH:28][cH:29][cH:30][cH:31][cH:32]1. Starting materials: OC(=O)C(F)(F)F.ClC1=C(C2=C(NC(C(=C2O)C#N)=O)S1)C1=CC=C(C=C1)OCC1(CCNCC1)O (2-chloro-4-hydroxy-3-{4-[(4-hydroxy-piperidin-4-yl)methoxy]phenyl}-6-oxo-6,7-dihydrothieno[2,3-b]pyridine-5-carbonitrile TFA salt), C(C)OC1(CC1)O[Si](C)(C)C ([(1-ethoxycyclopropyl)oxy]trimethylsilane), 3A, [BH3-]C#N.[Na+] (NaCNBH3). Solvent: CO (MeOH). Yields the product ClC1=C(C2=C(NC(C(=C2O)C#N)=O)S1)C1=CC=C(C=C1)OCC1(CCN(CC1)C1CC1)O (2-chloro-3-{4-[(1-cyclopropyl-4-hydroxypiperidin-4-yl)methoxy]phenyl}-4-hydroxy-6-oxo-6,7-dihydrothieno[2,3-b]pyridine-5-carbonitrile). As a reaction SMILES: OC(C(F)(F)F)=O.[Cl:8][C:9]1[S:21][C:12]2[NH:13][C:14](=[O:20])[C:15]([C:18]#[N:19])=[C:16]([OH:17])[C:11]=2[C:10]=1[C:22]1[CH:27]=[CH:26][C:25]([O:28][CH2:29][C:30]2([OH:36])[CH2:35][CH2:34][NH:33][CH2:32][CH2:31]2)=[CH:24][CH:23]=1.C(O[C:40]1(O[Si](C)(C)C)[CH2:42][CH2:41]1)C.[BH3-]C#N.[Na+]>CO>[Cl:8][C:9]1[S:21][C:12]2[NH:13][C:14](=[O:20])[C:15]([C:18]#[N:19])=[C:16]([OH:17])[C:11]=2[C:10]=1[C:22]1[CH:23]=[CH:24][C:25]([O:28][CH2:29][C:30]2([OH:36])[CH2:35][CH2:34][N:33]([CH:40]3[CH2:42][CH2:41]3)[CH2:32][CH2:31]2)=[CH:26][CH:27]=1 |f:0.1,3.4|. Procedure: A mixture of 2-chloro-4-hydroxy-3-{4-[(4-hydroxy-piperidin-4-yl)methoxy]phenyl}-6-oxo-6,7-dihydrothieno[2,3-b]pyridine-5-carbonitrile TFA salt (70 mg, 0.128 mmol),[(1-ethoxycyclopropyl)oxy]trimethylsilane (0.103 mL, 0.513 mmol), 3A molecular sieves (30 mg), and NaCNBH3 (32 mg, 0.513 mmol) in MeOH (1 mL) was heated to reflux for 12 h. The reaction was then quenched by the addition of H2O (1 mL) and EtOAc (1 mL). The layers were separated, and the aqueous was extracted with additional EtOAc (2×1 m... Reactants: FC=1C=C(C=C(C1)F)[C@@H](C(=C)C)C1CN(C1)C(C1=CC=CC=C1)C1=CC=CC=C1 (3-[(1R)-1-(3,5-difluorophenyl)-2-methylprop-2-en-1-yl]-1-(diphenylmethyl)azetidine). The reagents and catalysts are [Pd] (Pd/C). Run in CO (methanol), Cl (HCl), CCOCC (ether). Conditions: time 8 hour. Product: FC=1C=C(C=C(C1)F)[C@@H](C(C)C)C1CNC1 (3-[(1S)-1-(3,5-difluorophenyl)-2-methylpropyl]azetidine). Reaction SMILES: [F:1][C:2]1[CH:3]=[C:4]([C@H:9]([CH:13]2[CH2:16][N:15](C(C3C=CC=CC=3)C3C=CC=CC=3)[CH2:14]2)[C:10]([CH3:12])=[CH2:11])[CH:5]=[C:6]([F:8])[CH:7]=1>CO.Cl.CCOCC.[Pd]>[F:1][C:2]1[CH:3]=[C:4]([C@H:9]([CH:13]2[CH2:14][NH:15][CH2:16]2)[CH:10]([CH3:12])[CH3:11])[CH:5]=[C:6]([F:8])[CH:7]=1. Procedure details: A mixture of 250 mg (0.64 mmole) of 3-[(1R)-1-(3,5-difluorophenyl)-2-methylprop-2-en-1-yl]-1-(diphenylmethyl)azetidine and 50 mg of 10% Pd/C in 10 mL methanol and 2 mL of 1M HCl in ether was shaken under 40 psi H2. After 8 h, the solution was filtered and the filtrate was concentrated. The residue was triturated with hexane to remove diphenylmethane and the residue was collected to afford the title compound as a white solid; Mass Spectrum: m/e=226 (M+1)